Dataset: the Open Reaction Database (ORD), a public repository of structured organic reaction records. Task: describe an organic reaction: reactants, conditions, products, and yield Reactants: S.[Na] (sodium hydrogensulphide), C(C)O (ethanol), S (H2S), Cl (hydrochloric acid), S (hydrogen sulphide), S(=O)(=O)([O-])C1=CC=C(C)C=C1 (tosylate), C(C)O (ethanol). Solvent: O (water), O (water). Run at time 1 hour. The product is SC=1C(C(SC1C)C)=O (4-MERCAPTO-2,5-DIMETHYL-2,3-DIHYDROTHIOPHENE-3-ONE). Reaction SMILES: S([C:5]1[CH:11]=C[C:8]([CH3:9])=[CH:7][CH:6]=1)([O-])(=O)=O.[SH2:12].[Na].[SH2:14].Cl.C([OH:18])C>O>[SH:12][C:6]1[C:7](=[O:18])[CH:8]([CH3:9])[S:14][C:5]=1[CH3:11] |f:1.2,^1:12|. Procedure details: 12.8 grams (0.1 m) of 4 hydroxy-2,5-dimethyl-2,3-dihydrofuran-3-one were dissolved in 70 ml of dry pyridine. The solution was stirred and cooled to -10° C in an ice-salt bath. With stirring a cold solution of 22.9 grams (0.12 m) of p-toluene sulfonylchloride in 50 ml of dry dichloromethane was added dropwise (temp. below -5° C). After completion of the addition (1 hour), stirring at 0° C was continued for 3 hours, and water (10 ml) was added in portions at intervals of 5 min., with stirring and ... The reactants are CO, CN1CCN(c2ccc3c(C(=O)O)n[nH]c3n2)CC1, O=C(O)C(F)(F)F, O=S(=O)(O)O. Yields the product COC(=O)c1n[nH]c2nc(N3CCN(C)CC3)ccc12. Reaction SMILES: [CH3:32][OH:33].[CH3:8][N:9]1[CH2:10][CH2:11][N:12]([c:15]2[cH:16][cH:17][c:18]3[c:19]([n:20]2)[nH:21][n:22][c:23]3[C:24](=[O:25])[OH:26])[CH2:13][CH2:14]1.[F:1][C:2]([F:3])([F:4])[C:5]([OH:6])=[O:7].[S:27](=[O:28])(=[O:29])([OH:30])[OH:31]>>[CH3:2][O:26][C:24]([c:23]1[c:18]2[cH:17][cH:16][c:15]([N:12]3[CH2:11][CH2:10][N:9]([CH3:8])[CH2:14][CH2:13]3)[n:20][c:19]2[nH:21][n:22]1)=[O:25]. Reactants: C([O-])([O-])=O.[K+].[K+] (Potassium carbonate), C(C)(=O)OC[C@H]1OC(O[C@H](C1)CC(N(C(C)C)C(C)C)=O)(C)C (((4S,6R)-6-((diisopropylcarbamoyl)methyl)-2,2-dimethyl-1,3-dioxan-4-yl)methyl acetate). The solvent is CO (methanol). Conditions: temperature 2.5 celsius, time 2 hour. Yields the product OC[C@@H]1C[C@@H](OC(O1)(C)C)CC(=O)N(C(C)C)C(C)C (2-((4R,6S)-6-(hydroxymethyl)-2,2-dimethyl-1,3-dioxan-4-yl)-N,N-diisopropylacetamide). Reaction SMILES: C(=O)([O-])[O-].[K+].[K+].C([O:10][CH2:11][C@@H:12]1[CH2:17][C@H:16]([CH2:18][C:19](=[O:27])[N:20]([CH:24]([CH3:26])[CH3:25])[CH:21]([CH3:23])[CH3:22])[O:15][C:14]([CH3:29])([CH3:28])[O:13]1)(=O)C>CO>[OH:10][CH2:11][C@H:12]1[O:13][C:14]([CH3:28])([CH3:29])[O:15][C@@H:16]([CH2:18][C:19]([N:20]([CH:21]([CH3:23])[CH3:22])[CH:24]([CH3:25])[CH3:26])=[O:27])[CH2:17]1 |f:0.1.2|. Procedure details: Potassium carbonate (150 grams) added to a solution of 50 grams of ((4S,6R)-6-((diisopropylcarbamoyl)methyl)-2,2-dimethyl-1,3-dioxan-4-yl)methyl acetate in 250 ml methanol. Stirred the reaction mixture at 0-5° C. for 2 hours. Quenched the reaction mixture with chilled water. Stirred the reaction mixture for 20 minutes. Extracted the reaction mixture thrice with dichloromethane. Washed the organic layer with brine and water. Dried the organic layer over sodium sulfate and distilled the solvent co... Reactants: CCC(C)(C)C(=O)C(=O)N1COCC1C(=O)OC, CO, [Li+], [OH-]. Yields the product CCC(C)(C)C(=O)C(=O)N1COCC1C(=O)O. Reaction SMILES: [CH3:1][C:2]([C:3]([C:4](=[O:5])[N:6]1[CH2:7][O:8][CH2:9][CH:10]1[C:11](=[O:12])[O:13][CH3:14])=[O:15])([CH2:16][CH3:17])[CH3:18].[CH3:21][OH:22].[Li+:20].[OH-:19]>>[CH3:1][C:2]([C:3]([C:4](=[O:5])[N:6]1[CH2:7][O:8][CH2:9][CH:10]1[C:11](=[O:12])[OH:13])=[O:15])([CH2:16][CH3:17])[CH3:18]. As a reaction SMILES: [BH4-:1].[CH3:13][CH2:14][OH:15].[F:3][c:4]1[cH:5][c:6]([CH:7]=[O:8])[cH:9][c:10]([F:12])[cH:11]1.[Na+:2]>>[F:3][c:4]1[cH:5][c:6]([CH2:7][OH:8])[cH:9][c:10]([F:12])[cH:11]1. Yields the product OCc1cc(F)cc(F)c1. Reactants: [BH4-], CCO, O=Cc1cc(F)cc(F)c1, [Na+]. Reactants: C1=C(c2c[nH]c3ccncc23)CC2CCCN2C1, C1CCOC1, C[Si](C)(C)[N-][Si](C)(C)C, [Na+], O=S(=O)(Cl)c1ccc2ccccc2c1. Yields the product O=S(=O)(c1ccc2ccccc2c1)n1cc(C2=CCN3CCCC3C2)c2cnccc21. As a reaction SMILES: [CH2:1]1[CH2:2][CH2:3][N:4]2[CH2:5][CH:6]=[C:7]([c:10]3[cH:11][nH:12][c:13]4[cH:14][cH:15][n:16][cH:17][c:18]34)[CH2:8][CH:9]12.[CH2:43]1[O:44][CH2:45][CH2:46][CH2:47]1.[CH3:34][Si:35]([N-:36][Si:37]([CH3:38])([CH3:39])[CH3:40])([CH3:41])[CH3:42].[Na+:33].[cH:19]1[c:20]([S:29](=[O:30])(=[O:31])[Cl:32])[cH:21][cH:22][c:23]2[cH:24][cH:25][cH:26][cH:27][c:28]12>>[CH2:1]1[CH2:2][CH2:3][N:4]2[CH2:5][CH:6]=[C:7]([c:10]3[cH:11][n:12]([S:29]([c:20]4[cH:19][c:28]5[c:23]([cH:22][cH:21]4)[cH:24][cH:25][cH:26][cH:27]5)(=[O:30])=[O:31])[c:13]4[cH:14][cH:15][n:16][cH:17][c:18]34)[CH2:8][CH:9]12. Starting materials: Cl (HCl), N([C@@H](C)C(=O)N1[C@H](C(=O)OCC2=CC=CC=C2)CCC1)C(=O)OC(C)(C)C (BOC-Ala-Pro-OBzl), [OH-].[Na+] (NaOH), [OH-].[Na+] (NaOH). Solvent: C(C)O (ethanol). Reaction conditions: time 2 hour. The product is N([C@@H](C)C(=O)N1[C@H](C(=O)O)CCC1)C(=O)OC(C)(C)C (BOC-Ala-Pro-OH). Isolated yield 83.8%. RXN SMILES: [NH:1]([C:21]([O:23][C:24]([CH3:27])([CH3:26])[CH3:25])=[O:22])[C@H:2]([C:4]([N:6]1[CH2:20][CH2:19][CH2:18][C@H:7]1[C:8]([O:10]CC1C=CC=CC=1)=[O:9])=[O:5])[CH3:3].[OH-].[Na+].Cl>C(O)C>[NH:1]([C:21]([O:23][C:24]([CH3:25])([CH3:27])[CH3:26])=[O:22])[C@H:2]([C:4]([N:6]1[CH2:20][CH2:19][CH2:18][C@H:7]1[C:8]([OH:10])=[O:9])=[O:5])[CH3:3] |f:1.2|. Procedure details: The substance [24] was dissolved in ethanol (200 ml). 1 N NaOH (240 ml, 1.2 molar excess) was added dropwise at 0° C. and the mixture was stirred at room temperature. After two hours, 1 N NaOH (20 ml) was added and the mixture was further stirred for 30 minutes. The reaction mixture was neutralized with 1 N HCl (60 ml) at 0° C., and the ethanol was distilled off in vacuo. After twice washing the aqueous layer with ether (100 ml), 1 N HCl (200 ml) was added thereto at 0° C. The precipitate thus f...